This data is from the Open Reaction Database (ORD), a public repository of structured organic reaction records. The task is: describe an organic reaction: reactants, conditions, products, and yield The reactants are compound, NCCOCCN1C(=NC=2C(=NC=3C=CC=CC3C21)N)CC (1-[2-(2-aminoethoxy)ethyl]-2-ethyl-1H-imidazo[4,5-c]quinolin-4-amine), C1(CCCCC1)N=C=O (cyclohexyl isocyanate). Run in N1=CC=CC=C1 (pyridine). Run at time 1 hour. Yields the product NC1=NC=2C=CC=CC2C2=C1N=C(N2CCOCCNC(=O)NC2CCCCC2)CC (N-{2-[2-(4-amino-2-ethyl-1H-imidazo[4,5-c]quinolin-1-yl)ethoxy]ethyl}-N′-cyclohexylurea). The yield is 66.0%. As a reaction SMILES: [NH2:1][CH2:2][CH2:3][O:4][CH2:5][CH2:6][N:7]1[C:19]2[C:18]3[CH:17]=[CH:16][CH:15]=[CH:14][C:13]=3[N:12]=[C:11]([NH2:20])[C:10]=2[N:9]=[C:8]1[CH2:21][CH3:22].[CH:23]1([N:29]=[C:30]=[O:31])[CH2:28][CH2:27][CH2:26][CH2:25][CH2:24]1>N1C=CC=CC=1>[NH2:20][C:11]1[C:10]2[N:9]=[C:8]([CH2:21][CH3:22])[N:7]([CH2:6][CH2:5][O:4][CH2:3][CH2:2][NH:1][C:30]([NH:29][CH:23]3[CH2:28][CH2:27][CH2:26][CH2:25][CH2:24]3)=[O:31])[C:19]=2[C:18]2[CH:17]=[CH:16][CH:15]=[CH:14][C:13]=2[N:12]=1. Reported procedure: A solution of the compound of Example 46, 1-[2-(2-aminoethoxy)ethyl]-2-ethyl-1H-imidazo[4,5-c]quinolin-4-amine (800 mg, 2.67 mmol) in 30 mL of pyridine was chilled in an ice water bath. With vigorous stirring, the solution was treated with cyclohexyl isocyanate (0.340 mL, 2.67 mmol). After 1 h, the reaction was concentrated to yield an off white solid. Purification by column chromatography (SiO2, 95:5:0.5 CHCl3:MeOH:NH4OH) gave 748 mg of N-{2-[2-(4-amino-2-ethyl-1H-imidazo[4,5-c]quinolin-1-yl)et...